Dataset: the Open Reaction Database (ORD), a public repository of structured organic reaction records. Task: describe an organic reaction: reactants, conditions, products, and yield Starting materials: O (water), C(C)OC(=O)C=1C(=NC=C(C1)C1=CC=C(C=C1)[N+](=O)[O-])C (3-Ethoxycarbonyl-2-methyl-5-(p-nitrophenyl)pyridine), Cl (hydrochloric acid). The reagents and catalysts are [Fe] (Iron). The solvent is C(C)O (ethanol). Yields the product NC1=CC=C(C=C1)C=1C=C(C(=NC1)C)C(=O)OCC (5-(p-Aminophenyl)-3-ethoxycarbonyl-2-methylpyridine). Isolated yield 68.7%. As a reaction SMILES: [CH2:1]([O:3][C:4]([C:6]1[C:7]([CH3:21])=[N:8][CH:9]=[C:10]([C:12]2[CH:17]=[CH:16][C:15]([N+:18]([O-])=O)=[CH:14][CH:13]=2)[CH:11]=1)=[O:5])[CH3:2].O.Cl>C(O)C.[Fe]>[NH2:18][C:15]1[CH:16]=[CH:17][C:12]([C:10]2[CH:11]=[C:6]([C:4]([O:3][CH2:1][CH3:2])=[O:5])[C:7]([CH3:21])=[N:8][CH:9]=2)=[CH:13][CH:14]=1. Procedure details: 3-Ethoxycarbonyl-2-methyl-5-(p-nitrophenyl)pyridine (2 g) was dissolved in warm ethanol (70 ml). Iron powder (4 g) was added to the solution followed by water (7 ml) containing 2 drops of 11.5 N-hydrochloric acid. The mixture was refluxed for 1.5 hours, cooled and filtered. The filtrate was concentrated and the residue dissolved in methylene dichloride. The solution was washed with water, dried and concentrated. The crude product was recrystallised from methylene dichloride-petroleum ether (b.p.... Reactants: CCN(C(C)C)C(C)C, O=S(=O)(Cl)C=Cc1ccccc1, C=CC(c1cccc(Cl)c1)C(N)c1ccc(Cl)cc1, ClCCl, O. The product is C=CC(c1cccc(Cl)c1)C(NS(=O)(=O)C=Cc1ccccc1)c1ccc(Cl)cc1. As a reaction SMILES: [CH:20]([N:21]([CH2:22][CH3:23])[CH:24]([CH3:25])[CH3:26])([CH3:27])[CH3:28].[CH:29](=[CH:30][c:31]1[cH:32][cH:33][cH:34][cH:35][cH:36]1)[S:37](=[O:38])(=[O:39])[Cl:40].[Cl:1][c:2]1[cH:3][c:4]([CH:8]([CH:9]([NH2:10])[c:11]2[cH:12][cH:13][c:14]([Cl:17])[cH:15][cH:16]2)[CH:18]=[CH2:19])[cH:5][cH:6][cH:7]1.[Cl:41][CH2:42][Cl:43].[OH2:44]>>[Cl:1][c:2]1[cH:3][c:4]([CH:8]([CH:9]([NH:10][S:37]([CH:29]=[CH:30][c:31]2[cH:32][cH:33][cH:34][cH:35][cH:36]2)(=[O:38])=[O:39])[c:11]2[cH:12][cH:13][c:14]([Cl:17])[cH:15][cH:16]2)[CH:18]=[CH2:19])[cH:5][cH:6][cH:7]1. Starting materials: Br[C@@H]1C[C@H]2[C@@H]3CCC([C@@]3(C)CC[C@@H]2[C@]2(C=CC(C=C12)=O)C)=O (6β-bromoandrosta-1,4-diene-3,17-dione), [N-]=[N+]=[N-].[Na+] (sodium azide). The solvent is CN(C=O)C (dimethylformamide), O (water), O (water). Run at temperature 100 celsius, time 120 minute. The product is N(=[N+]=[N-])[C@H]1C[C@H]2[C@@H]3CCC([C@@]3(C)CC[C@@H]2[C@]2(C=CC(C=C12)=O)C)=O (6α-azido androsta-1,4-diene-3,17-dione). Isolated yield 75.9%. Reaction SMILES: Br[C@H:2]1[C:19]2[C@:14]([CH3:21])([CH:15]=[CH:16][C:17](=[O:20])[CH:18]=2)[C@@H:13]2[C@H:4]([C@H:5]3[C@@:9]([CH2:11][CH2:12]2)([CH3:10])[C:8](=[O:22])[CH2:7][CH2:6]3)[CH2:3]1.[N-:23]=[N+:24]=[N-:25].[Na+]>CN(C)C=O.O>[N:23]([C@@H:2]1[C:19]2[C@:14]([CH3:21])([CH:15]=[CH:16][C:17](=[O:20])[CH:18]=2)[C@@H:13]2[C@H:4]([C@H:5]3[C@@:9]([CH2:11][CH2:12]2)([CH3:10])[C:8](=[O:22])[CH2:7][CH2:6]3)[CH2:3]1)=[N+:24]=[N-:25] |f:1.2|. Procedure: To a solution of 6β-bromoandrosta-1,4-diene-3,17-dione (5.0 g) in 250 ml of dimethylformamide, 1,15 g of powdered sodium azide dissolved in 14 ml of water are added and the mixture is warmed to 100° C. and maintained with stirring at the same temperature for 120 minutes. The entire mixture is then poured into 1 l of water and extracted with four 200 ml portions of ethyl acetate. The combined extracts are washed with saturated aqueous sodium chloride solution and dried. The solvent is then remove... The reactants are CC(C)Oc1cc(Nc2nc(Cl)ncc2Br)n[nH]1, CCCCO, CCN(C(C)C)C(C)C, Cl, CC(N)c1ncc(F)cn1. The product is CC(C)Oc1cc(Nc2nc(NC(C)c3ncc(F)cn3)ncc2Br)n[nH]1. RXN SMILES: [Br:1][c:2]1[c:3]([NH:9][c:10]2[n:11][nH:12][c:13]([O:15][CH:16]([CH3:17])[CH3:18])[cH:14]2)[n:4][c:5]([Cl:8])[n:6][cH:7]1.[CH2:39]([OH:40])[CH2:41][CH2:42][CH3:43].[CH:30]([N:31]([CH2:32][CH3:33])[CH:34]([CH3:35])[CH3:36])([CH3:37])[CH3:38].[ClH:19].[F:20][c:21]1[cH:22][n:23][c:24]([CH:27]([CH3:28])[NH2:29])[n:25][cH:26]1>>[Br:1][c:2]1[c:3]([NH:9][c:10]2[n:11][nH:12][c:13]([O:15][CH:16]([CH3:17])[CH3:18])[cH:14]2)[n:4][c:5]([NH:29][CH:27]([c:24]2[n:23][cH:22][c:21]([F:20])[cH:26][n:25]2)[CH3:28])[n:6][cH:7]1.